This data is from the Open Reaction Database (ORD), a public repository of structured organic reaction records. The task is: describe an organic reaction: reactants, conditions, products, and yield Starting materials: Cl.C(C)(=O)O[C@@H]1C(N(C2=C(C[C@@H]1C1=CC=C(C=C1)OC)C=C(C=C2)OCC2=CC=CC=C2)CCN(C)C)=O ((cis)-3-(acetyloxy)-1-[2-(dimethylamino)ethyl]-1,3,4,5-tetrahydro-4-(4-methoxyphenyl)-7-(phenylmethoxy)-2H-1-benzazepin-2-one, monohydrochloride). The reagents and catalysts are [Pd] (palladium on charcoal). Run in CO (methanol). Reaction conditions: time 5 hour. Yields the product Cl.C(C)(=O)O[C@@H]1C(N(C2=C(C[C@@H]1C1=CC=C(C=C1)OC)C=C(C=C2)O)CCN(C)C)=O ((cis)-3-(Acetyloxy)-1-[2-(dimethylamino)ethyl]-1,3,4,5-tetrahydro-7-hydroxy-4-(4-methoxyphenyl)-2H-1-benzazepin-2-one, monohydrochloride). Yield: 102.4%. Reaction SMILES: [ClH:1].[C:2]([O:5][C@H:6]1[C@@H:12]([C:13]2[CH:18]=[CH:17][C:16]([O:19][CH3:20])=[CH:15][CH:14]=2)[CH2:11][C:10]2[CH:21]=[C:22]([O:25]CC3C=CC=CC=3)[CH:23]=[CH:24][C:9]=2[N:8]([CH2:33][CH2:34][N:35]([CH3:37])[CH3:36])[C:7]1=[O:38])(=[O:4])[CH3:3]>CO.[Pd]>[ClH:1].[C:2]([O:5][C@H:6]1[C@@H:12]([C:13]2[CH:14]=[CH:15][C:16]([O:19][CH3:20])=[CH:17][CH:18]=2)[CH2:11][C:10]2[CH:21]=[C:22]([OH:25])[CH:23]=[CH:24][C:9]=2[N:8]([CH2:33][CH2:34][N:35]([CH3:36])[CH3:37])[C:7]1=[O:38])(=[O:4])[CH3:3] |f:0.1,4.5|. Procedure details: A solution of 0.5 g (0.87 mmol) of (cis)-3-(acetyloxy)-1-[2-(dimethylamino)ethyl]-1,3,4,5-tetrahydro-4-(4-methoxyphenyl)-7-(phenylmethoxy)-2H-1-benzazepin-2-one, monohydrochloride, (see Example 12) in 30 ml of methanol was treated under argon with 150 mg of 10% palladium on charcoal and shaken on the Parr hydrogenator at 50 p.s.i. for 5 hours. The catalyst was filtered off under argon, washed with methanol and the combined filtrates evaporated. The residue (which began to solidify) was rubbed un... Reactants: BrC=1C=C2C=CNC2=C(C1)OC (5-bromo-7-methoxyindole), C(C)OC(C=C(C1=CC=CC=C1)C1=C2C=CNC2=C(C=C1)OC)=O (3-(7-Methoxy-1H-Indol-4-yl)-3-phenyl-acrylic acid ethyl ester). The product is C(C)OC(C=C(C1=CC=CC=C1)C=1C=C2C=CNC2=C(C1)OC)=O (3-(7-Methoxy-1H-indol-5-yl)-3-phenyl-acrylic acid ethyl ester). The yield is 50.0%. As a reaction SMILES: Br[C:2]1[CH:3]=[C:4]2[C:8](=[C:9]([O:11][CH3:12])[CH:10]=1)[NH:7][CH:6]=[CH:5]2.[CH2:13]([O:15][C:16](=[O:36])[CH:17]=[C:18](C1C=CC(OC)=C2C=1C=CN2)[C:19]1[CH:24]=[CH:23][CH:22]=[CH:21][CH:20]=1)[CH3:14]>>[CH2:13]([O:15][C:16](=[O:36])[CH:17]=[C:18]([C:2]1[CH:3]=[C:4]2[C:8](=[C:9]([O:11][CH3:12])[CH:10]=1)[NH:7][CH:6]=[CH:5]2)[C:19]1[CH:24]=[CH:23][CH:22]=[CH:21][CH:20]=1)[CH3:14]. Reported procedure: 3-(7-Methoxy-1H-indol-5-yl)-3-phenyl-acrylic acid ethyl ester CVI (120 mg, 50% yield) was prepared from 5-bromo-7-methoxyindole using the procedure described above for preparation of 3-(7-Methoxy-1H-Indol-4-yl)-3-phenyl-acrylic acid ethyl ester LIII (Example 13). Reactants: CO, CC(=O)O, O=C(O)C=Cc1ccc(-c2ccc(F)cc2)s1, C1CCOC1. Yields the product O=C(O)CCc1ccc(-c2ccc(F)cc2)s1. As a reaction SMILES: [CH3:18][OH:19].[CH3:20][C:21](=[O:22])[OH:23].[F:1][c:2]1[cH:3][cH:4][c:5](-[c:8]2[cH:9][cH:10][c:11]([CH:13]=[CH:14][C:15](=[O:16])[OH:17])[s:12]2)[cH:6][cH:7]1.[O:24]1[CH2:25][CH2:26][CH2:27][CH2:28]1>>[F:1][c:2]1[cH:3][cH:4][c:5](-[c:8]2[cH:9][cH:10][c:11]([CH2:13][CH2:14][C:15](=[O:16])[OH:17])[s:12]2)[cH:6][cH:7]1. Reactants: [N-]=[N+]=[N-].[Na+] (sodium azide), C1(=CC=CC=C1)C1C2(CC2CN1S(=O)(=O)C1=CC=C(C=C1)C)C(=O)Cl (racemic 2-phenyl-3-(toluene-4-sulfonyl)-3-aza-bicyclo[3.1.0]hexane-1-carbonyl chloride), C1(=CC=CC=C1)C1C2(CC2CN1S(=O)(=O)C1=CC=C(C=C1)C)C(=O)Cl (racemic 2-phenyl-3-(toluene-4-sulfonyl)-3-aza-bicyclo[3.1.0]hexane-1-carbonyl chloride). The solvent is O (water), CC(=O)C (acetone), O (water). Conditions: time 16 hour. Product: C1(=CC=CC=C1)C1C2(CC2CN1S(=O)(=O)C1=CC=C(C=C1)C)C(=O)N=[N+]=[N-] (2-phenyl-3-(toluene-4-sulfonyl)-3-aza-bicyclo[3.1.0]hexane-1-carbonyl azide). The yield is 100.3%. Reaction SMILES: [N-:1]=[N+:2]=[N-:3].[Na+].[C:5]1([CH:11]2[N:16]([S:17]([C:20]3[CH:25]=[CH:24][C:23]([CH3:26])=[CH:22][CH:21]=3)(=[O:19])=[O:18])[CH2:15][CH:14]3[C:12]2([C:27](Cl)=[O:28])[CH2:13]3)[CH:10]=[CH:9][CH:8]=[CH:7][CH:6]=1>O.CC(C)=O>[C:5]1([CH:11]2[N:16]([S:17]([C:20]3[CH:21]=[CH:22][C:23]([CH3:26])=[CH:24][CH:25]=3)(=[O:18])=[O:19])[CH2:15][CH:14]3[C:12]2([C:27]([N:1]=[N+:2]=[N-:3])=[O:28])[CH2:13]3)[CH:6]=[CH:7][CH:8]=[CH:9][CH:10]=1 |f:0.1|. Procedure: To a stirred solution of sodium azide (5.63 g, 86.62 mmol) in 17 mL of water was added in a dropwise fashion to a solution of racemic 2-phenyl-3-(toluene-4-sulfonyl)-3-aza-bicyclo[3.1.0]hexane-1-carbonyl chloride (5.0 g, 13.3 mmol) (Intermediate 3) in 30 mL of acetone. 3 mL of water was then added to the reaction and the reaction mixture was stirred for 16 hours. The acetone was removed at reduced pressure and the reaction diluted with both methylene chloride and brine. The organic layer was sep... Reaction SMILES: [CH2:1]([O:3][C:4](=[O:10])[C:5](OCC)=[NH:6])[CH3:2].[C:11]1([CH2:17][C:18]([NH:20][NH2:21])=O)[CH:16]=[CH:15][CH:14]=[CH:13][CH:12]=1.[CH2:22](O)[CH3:23]>>[CH2:1]([O:3][C:4]([C:5]1[N:6]=[C:18]([CH2:17][C:11]2[CH:16]=[CH:15][CH:14]=[CH:13][CH:12]=2)[NH:20][N:21]=1)=[O:10])[CH2:2][CH2:22][CH3:23]. Yields the product C(CCC)OC(=O)C1=NNC(=N1)CC1=CC=CC=C1 (5-Benzyl-1H-[1,2,4]triazole-3-carboxylic acid butyl ester). The reactants are C(C)OC(C(=N)OCC)=O (Ethyl-2-ethoxy-2-iminoacetate), C1(=CC=CC=C1)CC(=O)NN (phenyl acetic acid hydrazide), C(C)O (ethanol). Reaction conditions: temperature 80 celsius, time 1 hour. Procedure: Ethyl-2-ethoxy-2-iminoacetate (1.318 g, 9.08 mmol) and phenyl acetic acid hydrazide (1.364 g, 9.08 mmol) were mixed together in ethanol (20 ml) and stirred at 80° C. for 1 h. Ethanol was evaporated. The residue was dissolved in n-butanol (20 ml). The reaction mixture was stirred at 150° C. for 20 h, then solvents were evaporated. Reactants: N[C@H](CN1N=C(C=C1)C1=CC(=C(C#N)C(=C1)F)Cl)C ((S)-4-(1-(2-aminopropyl)-1H-pyrazol-3-yl)-2-chloro-6-fluorobenzonitrile), C(C1=CC=CC=C1)(C1=CC=CC=C1)(C1=CC=CC=C1)N1C=NC(=C1)C1=NOC(=N1)C(=O)O (3-(1-trityl-1H-imidazol-4-yl)-1,2,4-oxadiazole-5-carboxylic acid), C=1C=CC2=C(C1)N=NN2O (HOBt), CCN(C(C)C)C(C)C (DIPEA), CCN=C=NCCCN(C)C (EDCI), CCN=C=NCCCN(C)C (EDCI). Run in C(Cl)Cl (DCM), ClCCl (dichloromethane), ClCCl (dichloromethane). Conditions: time 10 minute. Yields the product ClC=1C=C(C=C(C1C#N)F)C1=NN(C=C1)C[C@H](C)NC(=O)C1=NC(=NO1)C=1N=CN(C1)C(C1=CC=CC=C1)(C1=CC=CC=C1)C1=CC=CC=C1 ((S)—N-(1-(3-(3-chloro-4-cyano-5-fluorophenyl)-1H-pyrazol-1-yl)propan-2-yl)-3-(1-trityl-1H-imidazol-4-yl)-1,2,4-oxadiazole-5-carboxamide). As a reaction SMILES: [C:1]([N:20]1[CH:24]=[C:23]([C:25]2[N:29]=[C:28]([C:30]([OH:32])=O)[O:27][N:26]=2)[N:22]=[CH:21]1)([C:14]1[CH:19]=[CH:18][CH:17]=[CH:16][CH:15]=1)([C:8]1[CH:13]=[CH:12][CH:11]=[CH:10][CH:9]=1)[C:2]1[CH:7]=[CH:6][CH:5]=[CH:4][CH:3]=1.C1C=CC2N(O)N=NC=2C=1.CCN(C(C)C)C(C)C.CCN=C=NCCCN(C)C.[NH2:63][C@@H:64]([CH3:81])[CH2:65][N:66]1[CH:70]=[CH:69][C:68]([C:71]2[CH:78]=[C:77]([F:79])[C:74]([C:75]#[N:76])=[C:73]([Cl:80])[CH:72]=2)=[N:67]1>ClCCl>[Cl:80][C:73]1[CH:72]=[C:71]([C:68]2[CH:69]=[CH:70][N:66]([CH2:65][C@@H:64]([NH:63][C:30]([C:28]3[O:27][N:26]=[C:25]([C:23]4[N:22]=[CH:21][N:20]([C:1]([C:14]5[CH:19]=[CH:18][CH:17]=[CH:16][CH:15]=5)([C:2]5[CH:3]=[CH:4][CH:5]=[CH:6][CH:7]=5)[C:8]5[CH:13]=[CH:12][CH:11]=[CH:10][CH:9]=5)[CH:24]=4)[N:29]=3)=[O:32])[CH3:81])[N:67]=2)[CH:78]=[C:77]([F:79])[C:74]=1[C:75]#[N:76]. Reported procedure: Into a flask containing 3-(1-trityl-1H-imidazol-4-yl)-1,2,4-oxadiazole-5-carboxylic acid (0.148 g, 0.350 mmol) and anhydrous HOBt (0.047 g; 0.350 mmol), dichloromethane (2 ml), DIPEA (0.122 ml; 0.700 mmol) and EDCI (0.067 g; 0.350 mmol) were added and stirred for 10 min at RT. (S)-4-(1-(2-aminopropyl)-1H-pyrazol-3-yl)-2-chloro-6-fluorobenzonitrile (0.100 g, 0.269 mmol) dissolved in 2 ml of dichloromethane was added and the resulting mixture stirred overnight. Next day the temperature was raised ... The reactants are CCN=C=NCCCN(C)C.Cl (EDCl), compound, C=1C=CC2=C(C1)N=NN2O (HOBt), O1CCN(CC1)S(=O)(=O)C1=CC=C(C=C1)C(C(=O)O)OC1CCOCC1 (2-(4-morpholinosulfonylphenyl)-2-tetrahydropyran-4-yloxy-acetic acid), N1=C(SC2=NC=CC=C21)N (thiazolo[5,4-b]pyridin-2-ylamine), CN1CCOCC1 (N-methyl morpholine). Run in CN(C)C=O (DMF). Yields the product O1CCN(CC1)S(=O)(=O)C1=CC=C(C=C1)C(C(=O)NC=1SC2=NC=CC=C2N1)OC1CCOCC1 (2-(4-Morpholinosulfonylphenyl)-2-tetrahydropyran-4-yloxy-N-thiazolo[5,4-b]pyridin-2-yl-acetamide). Yield: 21.6%. As a reaction SMILES: [O:1]1[CH2:6][CH2:5][N:4]([S:7]([C:10]2[CH:15]=[CH:14][C:13]([CH:16]([O:20][CH:21]3[CH2:26][CH2:25][O:24][CH2:23][CH2:22]3)[C:17]([OH:19])=O)=[CH:12][CH:11]=2)(=[O:9])=[O:8])[CH2:3][CH2:2]1.[N:27]1[C:35]2[C:30](=[N:31][CH:32]=[CH:33][CH:34]=2)[S:29][C:28]=1[NH2:36].C1C=CC2N(O)N=NC=2C=1.CCN=C=NCCCN(C)C.Cl.CN1CCOCC1>CN(C=O)C>[O:1]1[CH2:6][CH2:5][N:4]([S:7]([C:10]2[CH:15]=[CH:14][C:13]([CH:16]([O:20][CH:21]3[CH2:22][CH2:23][O:24][CH2:25][CH2:26]3)[C:17]([NH:36][C:28]3[S:29][C:30]4[C:35]([N:27]=3)=[CH:34][CH:33]=[CH:32][N:31]=4)=[O:19])=[CH:12][CH:11]=2)(=[O:8])=[O:9])[CH2:3][CH2:2]1 |f:3.4|. Reported procedure: The compound of example A4 was obtained by similar method described in example A2 using 2-(4-morpholinosulfonylphenyl)-2-tetrahydropyran-4-yloxy-acetic acid (Preparation 11, 0.1 g, 0.25 mmol), thiazolo[5,4-b]pyridin-2-ylamine (0.050 g, 0.31 mmol), HOBt (0.042 g, 0.31 mmol), and EDCl (0.060 g, 0.31 mmol), N-methyl morpholine (0.065 g, 0.64 mmol) in DMF (5 mL) to provide the title compound (0.028 g).